Dataset: the Open Reaction Database (ORD), a public repository of structured organic reaction records. Task: describe an organic reaction: reactants, conditions, products, and yield Starting materials: CC(C)(C)N=C=O, Cn1cc(C#Cc2ccc(NC(=O)C3COCCN3C(=O)C(N)c3ccccc3)cc2)c(-c2cc(Cl)ccc2O)n1, ClCCl. Product: Cn1cc(C#Cc2ccc(NC(=O)C3COCCN3C(=O)C(NC(=O)NC(C)(C)C)c3ccccc3)cc2)c(-c2cc(Cl)ccc2O)n1. RXN SMILES: [C:42]([CH3:43])([CH3:44])([CH3:45])[N:46]=[C:47]=[O:48].[Cl:1][c:2]1[cH:3][cH:4][c:5]([OH:41])[c:6](-[c:8]2[n:9][n:10]([CH3:40])[cH:11][c:12]2[C:13]#[C:14][c:15]2[cH:16][cH:17][c:18]([NH:21][C:22](=[O:23])[CH:24]3[CH2:25][O:26][CH2:27][CH2:28][N:29]3[C:30]([CH:31]([c:32]3[cH:33][cH:34][cH:35][cH:36][cH:37]3)[NH2:38])=[O:39])[cH:19][cH:20]2)[cH:7]1.[Cl:49][CH2:50][Cl:51]>>[Cl:1][c:2]1[cH:3][cH:4][c:5]([OH:41])[c:6](-[c:8]2[n:9][n:10]([CH3:40])[cH:11][c:12]2[C:13]#[C:14][c:15]2[cH:16][cH:17][c:18]([NH:21][C:22](=[O:23])[CH:24]3[CH2:25][O:26][CH2:27][CH2:28][N:29]3[C:30]([CH:31]([c:32]3[cH:33][cH:34][cH:35][cH:36][cH:37]3)[NH:38][C:47]([NH:46][C:42]([CH3:43])([CH3:44])[CH3:45])=[O:48])=[O:39])[cH:19][cH:20]2)[cH:7]1.